From a dataset of the Open Reaction Database (ORD), a public repository of structured organic reaction records. describe an organic reaction: reactants, conditions, products, and yield Procedure: To 500 ml of toluene was added 5 ml of ethanol and 8 g of pyridine, and they were stirred. Liquid mixture of 18.5 g of the (trans-4-(2-(trans-4-n-propylcyclohexyl)ethyl)cyclohexyl)benzoylchloride mentioned above and 10 ml of toluene was added dropwise thereto, and stirred under a reflux for 2 hours. After it was cooled, the reaction solution was added to 500 ml of water and extracted with 500 ml of toluene. Organic layer was washed with water and dried over anhydrous magnesium sulfate, and the s... Yields the product C(CC)[C@@H]1CC[C@H](CC1)CC[C@@H]1CC[C@H](CC1)CCOC(C1=CC=CC=C1)=O ((trans-4-(2-(trans-4-n-propylcyclohexyl)ethyl)cyclohexyl)ethylbenzoate). Starting materials: C1(=CC=CC=C1)C (toluene), C(C)O (ethanol), N1=CC=CC=C1 (pyridine), C(CC)[C@@H]1CC[C@H](CC1)CC[C@@H]1CC[C@H](CC1)C1=C(C(=O)Cl)C=CC=C1 ((trans-4-(2-(trans-4-n-propylcyclohexyl)ethyl)cyclohexyl)benzoylchloride), C1(=CC=CC=C1)C (toluene), O (water). RXN SMILES: [C:1]1([CH3:7])[CH:6]=[CH:5][CH:4]=[CH:3][CH:2]=1.[CH2:8]([OH:10])[CH3:9].N1C=CC=CC=1.[CH2:17]([C@H:20]1[CH2:25][CH2:24][C@H:23]([CH2:26][CH2:27][C@H:28]2[CH2:33][CH2:32][C@H:31](C3C=CC=CC=3C(Cl)=O)[CH2:30][CH2:29]2)[CH2:22][CH2:21]1)[CH2:18][CH3:19].[OH2:43]>>[CH2:17]([C@H:20]1[CH2:21][CH2:22][C@H:23]([CH2:26][CH2:27][C@H:28]2[CH2:33][CH2:32][C@H:31]([CH2:9][CH2:8][O:10][C:7](=[O:43])[C:1]3[CH:6]=[CH:5][CH:4]=[CH:3][CH:2]=3)[CH2:30][CH2:29]2)[CH2:24][CH2:25]1)[CH2:18][CH3:19]. Reactants: ClC=1C2=C(N=CN1)SC=C2C (4-chloro-5-methylthieno[2,3-d]pyrimidine), NC1CC2=CC=CC=C2C1 (2-aminoindan). Run in C(C)O (ethanol). Product: C1C(CC2=CC=CC=C12)NC=1C2=C(N=CN1)SC=C2C (4-(2-Indanylamino)-5-methylthieno[2,3-d]pyrimidine). Yield: 100.0%. Reaction SMILES: Cl[C:2]1[C:3]2[C:10]([CH3:11])=[CH:9][S:8][C:4]=2[N:5]=[CH:6][N:7]=1.[NH2:12][CH:13]1[CH2:21][C:20]2[C:15](=[CH:16][CH:17]=[CH:18][CH:19]=2)[CH2:14]1>C(O)C>[CH2:14]1[C:15]2[C:20](=[CH:19][CH:18]=[CH:17][CH:16]=2)[CH2:21][CH:13]1[NH:12][C:2]1[C:3]2[C:10]([CH3:11])=[CH:9][S:8][C:4]=2[N:5]=[CH:6][N:7]=1. Procedure details: 4-chloro-5-methylthieno[2,3-d]pyrimidine (92 mg, 0.50 mmol) (see J. Pharm. Soc. JAPAN, 109, 464 (1989)) and 2-aminoindan (330 mg, 2.5 mmol) in dry ethanol (1 ml) were heated to reflux under an argon atmosphere for 40 minutes. The solvent was distilled off under reduced pressure and the residue obtained was purified by silica gel chromatography (hexane:ethyl acetate=5:1) to obtain the title compound (140 mg, 0.50 mmol) having the following physical properties: The reactants are COC=1C=C(C=CC1)S(=O)(=O)N1C=C(C=2C1=CN=CC2)CCNC(OC(C)(C)C)=O (t-Butyl [2-{1-(3-methoxybenzenesulfonyl)-1H-pyrrolo[2,3-c]pyridin-3-yl}-ethyl]carbamate), FC(C(=O)O)(F)F (trifluoroacetic acid). Run in C(Cl)Cl (CH2Cl2). Run at time 2 hour. Product: COC=1C=C(C=CC1)S(=O)(=O)N1C=C(C=2C1=CN=CC2)CCN (2-{1-[(3-Methoxyphenyl)sulfonyl]-1H-pyrrolo [2,3-c]pyridin-3-yl}ethylamine). Reaction SMILES: [CH3:1][O:2][C:3]1[CH:4]=[C:5]([S:9]([N:12]2[C:16]3=[CH:17][N:18]=[CH:19][CH:20]=[C:15]3[C:14]([CH2:21][CH2:22][NH:23]C(=O)OC(C)(C)C)=[CH:13]2)(=[O:11])=[O:10])[CH:6]=[CH:7][CH:8]=1.FC(F)(F)C(O)=O>C(Cl)Cl>[CH3:1][O:2][C:3]1[CH:4]=[C:5]([S:9]([N:12]2[C:16]3=[CH:17][N:18]=[CH:19][CH:20]=[C:15]3[C:14]([CH2:21][CH2:22][NH2:23])=[CH:13]2)(=[O:10])=[O:11])[CH:6]=[CH:7][CH:8]=1. Reported procedure: A solution of t-Butyl [2-{1-(3-methoxybenzenesulfonyl)-1H-pyrrolo[2,3-c]pyridin-3-yl}-ethyl]carbamate in CH2Cl2 is treated with trifluoroacetic acid, stirred for 2 h and concentrated in vacuo. The resultant residue is purified by preparative reverse phase HPLC to afford the title-final product. Starting materials: Cl (Hydrochloric acid), C(CCCCCCCCCCCCCCCCC)NC(CC1=C(CC2N(CCN(C2)C)C(=O)[O-])C=CC=C1)=O (2-[2-(octadecylamino)-2-oxoethyl]benzyl-4methyl-1-piperazinecarboxylate). Run in C(C)(=O)OCC (ethyl acetate), C(C)(=O)OCC (ethyl acetate). Conditions: time 30 minute. The product is Cl.C(CCCCCCCCCCCCCCCCC)NC(CC1=C(CC2N(CCN(C2)C)C(=O)O)C=CC=C1)=O (2-[2-(Octadecylamino)-2-oxoethyl]benzyl-4-methyl-1-piperazinecarboxylate hydrochloride). RXN SMILES: [ClH:1].[CH2:2]([NH:20][C:21](=[O:40])[CH2:22][C:23]1[CH:39]=[CH:38][CH:37]=[CH:36][C:24]=1[CH2:25][CH:26]1[CH2:31][N:30]([CH3:32])[CH2:29][CH2:28][N:27]1[C:33]([O-:35])=[O:34])[CH2:3][CH2:4][CH2:5][CH2:6][CH2:7][CH2:8][CH2:9][CH2:10][CH2:11][CH2:12][CH2:13][CH2:14][CH2:15][CH2:16][CH2:17][CH2:18][CH3:19]>C(OCC)(=O)C>[ClH:1].[CH2:2]([NH:20][C:21](=[O:40])[CH2:22][C:23]1[CH:39]=[CH:38][CH:37]=[CH:36][C:24]=1[CH2:25][CH:26]1[CH2:31][N:30]([CH3:32])[CH2:29][CH2:28][N:27]1[C:33]([OH:35])=[O:34])[CH2:3][CH2:4][CH2:5][CH2:6][CH2:7][CH2:8][CH2:9][CH2:10][CH2:11][CH2:12][CH2:13][CH2:14][CH2:15][CH2:16][CH2:17][CH2:18][CH3:19] |f:3.4|. Procedure: 4N Hydrochloric acid--ethyl acetate solution (1.44 ml) was added to a solution of 2-[2-(octadecylamino)-2-oxoethyl]benzyl-4methyl-1-piperazinecarboxylate (2.60 g) in ethyl acetate (39 ml) at room temperature. After being stirred for 30 minutes, the reaction mixture was concentrated. The residue was recrystallized from ethyl acetate-ethanol mixed solvent, thereby yielding 2.42 g of the aimed compound as white solid. Reactants: CN (Methylamine), FC1=C(C=CC(=C1)F)[C@@]12N=C(SC[C@@H]1C[C@@H](OC2)C2OC(CC2)(C)C)NC(C2=CC=CC=C2)=O (N-[(4aR,6R,8aS)-8a-(2,4-difluorophenyl)-6-(5, 5-dimethyltetrahydrofuran-2-yl)-4,4a,5,6,8,8a-hexahydropyrano[3,4-d][1,3]thiazin-2-yl]benzamide). Run in C(C)O (ethanol). Conditions: time 8 hour. Product: FC1=C(C=CC(=C1)F)[C@@]12N=C(SC[C@@H]1C[C@@H](OC2)C2OC(CC2)(C)C)N ((4aR,6R,8aS)-8a-(2,4-difluorophenyl)-6-(5,5-dimethyltetrahydrofuran-2-yl)-4,4a,5,6,8,8a-hexahydropyrano[3,4-d][1,3]thiazin-2-amine). As a reaction SMILES: CN.[F:3][C:4]1[CH:9]=[C:8]([F:10])[CH:7]=[CH:6][C:5]=1[C@:11]12[CH2:20][O:19][C@@H:18]([CH:21]3[CH2:25][CH2:24][C:23]([CH3:27])([CH3:26])[O:22]3)[CH2:17][C@H:16]1[CH2:15][S:14][C:13]([NH:28]C(=O)C1C=CC=CC=1)=[N:12]2>C(O)C>[F:3][C:4]1[CH:9]=[C:8]([F:10])[CH:7]=[CH:6][C:5]=1[C@:11]12[CH2:20][O:19][C@@H:18]([CH:21]3[CH2:25][CH2:24][C:23]([CH3:26])([CH3:27])[O:22]3)[CH2:17][C@H:16]1[CH2:15][S:14][C:13]([NH2:28])=[N:12]2. Reported procedure: Methylamine (8.0 M in ethanol, 500 μL, 4.0 mmol) was added to a solution of N-[(4aR,6R,8aS)-8a-(2,4-difluorophenyl)-6-(5, 5-dimethyltetrahydrofuran-2-yl)-4,4a,5,6,8,8a-hexahydropyrano[3,4-d][1,3]thiazin-2-yl]benzamide (C78) (30 mg, 0.062 mmol) in ethanol (500 μL). The reaction mixture was stirred at room temperature overnight. The mixture was concentrated to an oil and combined with material derived from a reaction run on 0.01 mmol in a similar manner. Purification via silica gel chromatography ... Starting materials: O=C(CBr)NCCCCCCO, C1CCOC1, [H-], [Na+], CCC(=C(c1ccc(O)cc1)c1ccc(O[Si](C(C)C)(C(C)C)C(C)C)cc1)c1ccccc1. Product: CCC(=C(c1ccc(OCC(=O)NCCCCCCO)cc1)c1ccc(O[Si](C(C)C)(C(C)C)C(C)C)cc1)c1ccccc1. Reaction SMILES: [Br:37][CH2:38][C:39](=[O:40])[NH:41][CH2:42][CH2:43][CH2:44][CH2:45][CH2:46][CH2:47][OH:48].[CH2:49]1[O:50][CH2:51][CH2:52][CH2:53]1.[H-:35].[Na+:36].[c:1]1([C:7](=[C:8]([c:9]2[cH:10][cH:11][c:12]([O:15][Si:16]([CH:17]([CH3:18])[CH3:19])([CH:20]([CH3:21])[CH3:22])[CH:23]([CH3:24])[CH3:25])[cH:13][cH:14]2)[c:26]2[cH:27][cH:28][c:29]([OH:32])[cH:30][cH:31]2)[CH2:33][CH3:34])[cH:2][cH:3][cH:4][cH:5][cH:6]1>>[c:1]1([C:7](=[C:8]([c:9]2[cH:10][cH:11][c:12]([O:15][Si:16]([CH:17]([CH3:18])[CH3:19])([CH:20]([CH3:21])[CH3:22])[CH:23]([CH3:24])[CH3:25])[cH:13][cH:14]2)[c:26]2[cH:27][cH:28][c:29]([O:32][CH2:38][C:39](=[O:40])[NH:41][CH2:42][CH2:43][CH2:44][CH2:45][CH2:46][CH2:47][OH:48])[cH:30][cH:31]2)[CH2:33][CH3:34])[cH:2][cH:3][cH:4][cH:5][cH:6]1.